This data is from the Open Reaction Database (ORD), a public repository of structured organic reaction records. The task is: describe an organic reaction: reactants, conditions, products, and yield Reactants: CC(C)([O-])C.[Na+] (sodium t-butoxide), ClCC(=O)O (chloroacetic acid). Solvent: C(C)(C)(C)O (t-butanol), C(C)(C)(C)O (t-butanol). Yields the product C(C)(C)(C)OCC(=O)O (Tert-butoxyacetic acid). Yield: 69.6%. RXN SMILES: [CH3:1][C:2]([CH3:5])([O-:4])[CH3:3].[Na+].Cl[CH2:8][C:9]([OH:11])=[O:10]>C(O)(C)(C)C>[C:2]([O:4][CH2:8][C:9]([OH:11])=[O:10])([CH3:5])([CH3:3])[CH3:1] |f:0.1|. Procedure details: A suspension of sodium t-butoxide (24.1 g) in t-butanol (150 ml) was cooled in a water bath and treated drop-wise with a solution of chloroacetic acid (11.4 g) in t-butanol (30 ml). The mixture was heated under reflux for 5 h then concentrated in vacuo. The resultant white solid was dried in vacuo for 16 h then water (10 ml) was added and the mixture was filtered. The filtrate was treated with diethyl ether (150 ml), then cooled in an ice bath, stirred and acidified to pH1 with 2N sulphuric acid... Reactants: BrN1C(CCC1=O)=O (N-bromosuccinimide), BrCC1=NNC=C1 (bromomethylpyrazole), N1=CC=CC=C1 (pyridine). Product: [Br-].N1N=C(C=C1)C[N+]1=CC=CC=C1 (N-pyrazolylmethylpyridinium bromide). RXN SMILES: [Br:1]N1C(=O)CCC1=O.Br[CH2:10][C:11]1[CH:15]=[CH:14][NH:13][N:12]=1.[N:16]1[CH:21]=[CH:20][CH:19]=[CH:18][CH:17]=1>>[Br-:1].[NH:13]1[CH:14]=[CH:15][C:11]([CH2:10][N+:16]2[CH:21]=[CH:20][CH:19]=[CH:18][CH:17]=2)=[N:12]1 |f:3.4|. Procedure: An arylhydrazine, e.g., 3-chloro-5-trifluoromethyl-2-pyridylhydrazine, 2,6-dichloro-4-trifluoromethylphenylhydrazine, or 2,4,6-trichlorophenylhydrazine, was reacted with either ethyl 2-ethoxymethyleneacetoacetate or ethyl 2-dimethylaminomethyleneacetoacetate to produce the corresponding 1-aryl-4-ethoxycarbonyl-1H-5-methylpyrazole. Hydrolysis of the ester group to the acid was followed by reaction of the acid group with thionyl chloride and sulfamide in sulfolane, producing the corresponding 4-cy... Reactants: C1N[C@@H](CC2=CC=CC=C12)CN1C=NC=C1CC1=CC=C(C#N)C=C1 (4-{3-[(S)-1,2,3,4-tetrahydro-isoquinolin-3-yl-methyl]-3H-imidazol-4-yl-methyl}-benzonitrile), COC=1C=C(C=CC1)CC(=O)O (3-methoxyphenylacetic acid), ON1N=NC2=C1C=CC=C2 (1-hydroxybenzotriazole), C(CCl)Cl (EDC), CN1CCOCC1 (N-methylmorpholine). Solvent: CN(C)C=O (DMF). The product is COC=1C=C(C=CC1)CC(=O)N1CC2=CC=CC=C2C[C@H]1CN1C=NC=C1CC1=CC=C(C#N)C=C1 (4-{3-[2-(3-methoxyphenylacetyl)-(S)-1,2,3,4-tetrahydro-isoquinolin-3-yl-methyl]-3H-imidazol-4-yl-methyl}-benzonitrile). RXN SMILES: [CH2:1]1[C:10]2[C:5](=[CH:6][CH:7]=[CH:8][CH:9]=2)[CH2:4][C@@H:3]([CH2:11][N:12]2[C:16]([CH2:17][C:18]3[CH:25]=[CH:24][C:21]([C:22]#[N:23])=[CH:20][CH:19]=3)=[CH:15][N:14]=[CH:13]2)[NH:2]1.[CH3:26][O:27][C:28]1[CH:29]=[C:30]([CH2:34][C:35](O)=[O:36])[CH:31]=[CH:32][CH:33]=1.ON1C2C=CC=CC=2N=N1.C(Cl)CCl.CN1CCOCC1>CN(C=O)C>[CH3:26][O:27][C:28]1[CH:29]=[C:30]([CH2:34][C:35]([N:2]2[C@H:3]([CH2:11][N:12]3[C:16]([CH2:17][C:18]4[CH:19]=[CH:20][C:21]([C:22]#[N:23])=[CH:24][CH:25]=4)=[CH:15][N:14]=[CH:13]3)[CH2:4][C:5]3[C:10](=[CH:9][CH:8]=[CH:7][CH:6]=3)[CH2:1]2)=[O:36])[CH:31]=[CH:32][CH:33]=1. Procedure: The same proceedure as described in step D of Example 8 above was used to mix 4-{3-[(S)-1,2,3,4-tetrahydro-isoquinolin-3-yl-methyl]-3H-imidazol-4-yl-methyl}-benzonitrile (0.16 g, 0.487 mmol), 3-methoxyphenylacetic acid (0.081 g, 0.487 mmol), 1-hydroxybenzotriazole (0.075 g, 0.487 mmol), EDC (0.093 g, 0.487 mmol) and N-methylmorpholine (0.2 ml, 1.95 mmol) in 5 ml DMF. The title compound was obtained. Reactants: trans-1,2-dimethylcyclohexane-1,2-diamine, FC1=C(C(=O)O)C(=CC=C1)I (2-fluoro-6-iodobenzoic acid), C(=O)([O-])[O-].[Cs+].[Cs+] (Cs2CO3), N1N=NC=C1 (1H-1,2,3-triazole). Reagents/catalysts: [Cu](I)I (copper iodide). Solvent: O1CCOCC1 (dioxane), O (water), O (water), CC(C)(C)OC (MTBE), CCOC(=O)C (EtOAc). Conditions: temperature 60 celsius, time 30 minute. Yields the product FC1=C(C(=O)O)C(=CC=C1)N1N=CC=N1 (2-Fluoro-6-[1,2,3]triazol-2-yl-benzoic acid). Reaction SMILES: [F:1][C:2]1[CH:10]=[CH:9][CH:8]=[C:7](I)[C:3]=1[C:4]([OH:6])=[O:5].C([O-])([O-])=O.[Cs+].[Cs+].[NH:18]1[CH:22]=[CH:21][N:20]=[N:19]1>CCOC(C)=O.[Cu](I)I.O.CC(OC)(C)C.O1CCOCC1>[F:1][C:2]1[CH:10]=[CH:9][CH:8]=[C:7]([N:19]2[N:20]=[CH:21][CH:22]=[N:18]2)[C:3]=1[C:4]([OH:6])=[O:5] |f:1.2.3|. Procedure: To a 2 L, 3-necked, round-bottomed flask equipped with an overhead mechanical stirrer, thermocouple probe, heating mantle, reflux condenser, and nitrogen inlet were added 2-fluoro-6-iodobenzoic acid (127.6 g, 480 mmol), copper iodide (4.57 g, 24 mmol), and Cs2CO3 (312.6 g, 959 mmol). To these solids were added dioxane (640 mL), then water (2.6 mL, 144 mmol), then 1H-1,2,3-triazole (55.6 mL, 959 mmol), and finally trans-1,2-dimethylcyclohexane-1,2-diamine (15.1 mL, 96 mmol). The mixture was then ... The reactants are OC1(CCC(CC1)=O)C=1SC=CN1 (4-hydroxy-4-(1,3-thiazol-2-yl)cyclohexanone), O=C(CNC(C1=CC(=CC=C1)C(F)(F)F)=O)NCC(N[C@H]1CNCC1)=O (N-[2-oxo-2-({2-oxo-2-[(3R)-pyrrolidin-3-ylamino]ethyl}amino)ethyl]-3-(trifluoromethyl)benzamide), [BH-](OC(=O)C)(OC(=O)C)OC(=O)C.[Na+] (NaB(OAc)3H). The solvent is CCOC(=O)C (EtOAc), CC(=O)O.C(Cl)Cl (AcOH CH2Cl2). Reaction conditions: time 8 hour. Product: OC1(CCC(CC1)N1C[C@@H](CC1)NC(CNC(C1=CC(=CC=C1)C(F)(F)F)=O)=O)C=1SC=CN1 (N-[2-({(3R)-1-[4-Hydroxy-4-(1,3-thiazol-2-yl)cyclohexyl]pyrrolidin-3-yl}amino)-2-oxoethyl]-3-(trifluoromethyl)benzamide). Isolated yield 89.6%. As a reaction SMILES: [OH:1][C:2]1([C:9]2[S:10][CH:11]=[CH:12][N:13]=2)[CH2:7][CH2:6][C:5](=O)[CH2:4][CH2:3]1.[O:14]=[C:15]([NH:30][CH2:31][C:32](=O)[NH:33][C@@H:34]1[CH2:38]CNC1)[CH2:16][NH:17][C:18](=[O:29])[C:19]1[CH:24]=[CH:23][CH:22]=[C:21]([C:25]([F:28])([F:27])[F:26])[CH:20]=1.[BH-](OC(C)=O)(OC(C)=O)OC(C)=O.[Na+]>CC(O)=O.C(Cl)Cl.CCOC(C)=O>[OH:1][C:2]1([C:9]2[S:10][CH:11]=[CH:12][N:13]=2)[CH2:7][CH2:6][CH:5]([N:33]2[CH2:34][CH2:38][C@@H:31]([NH:30][C:15](=[O:14])[CH2:16][NH:17][C:18](=[O:29])[C:19]3[CH:24]=[CH:23][CH:22]=[C:21]([C:25]([F:28])([F:27])[F:26])[CH:20]=3)[CH2:32]2)[CH2:4][CH2:3]1 |f:2.3,4.5|. Procedure: To a mixture of 4-hydroxy-4-(1,3-thiazol-2-yl)cyclohexanone (0.075 g, 0.38 mmol) and N-[2-oxo-2-({2-oxo-2-[(3R)-pyrrolidin-3-ylamino]ethyl}amino)ethyl]-3-(trifluoromethyl)benzamide (0.10 g, 0.317 mmol) in 2% AcOH/CH2Cl2 (10 mL) was added NaB(OAc)3H (0.134 g, 0.634 mmol). After being stirred overnight at room temperature under N2, the reaction mixture was diluted with EtOAc and washed with saturated Na2CO3. The aqueous was extracted with EtOAc (3×). The combined organic layers were dried (MgSO4),... The reactants are COC(CC1=CC=C(C=C1)C#CC1=C(C(=C(C(=C1)C(C)(C)C)OC(C)C)CC#C[Si](C)(C)C)C)=O ({4-[5-tert-butyl-4-isopropoxy-2-methyl-3-(3-trimethylsilanyl-prop-2-ynyl)-phenylethynyl]-phenyl}-acetic acid methyl ester), [OH-].[Li+] (lithium hydroxide). Solvent: CO (methanol), O1CCCC1 (tetrahydrofuran). Reaction conditions: time 1.5 hour. Yields the product C(C)(C)(C)C=1C(=C(C(=C(C1)C#CC1=CC=C(C=C1)CC(=O)O)C)CC#C)OC(C)C ([4-(5-tert-Butyl-4-isopropoxy-2-methyl-3-prop-2-ynyl-phenylethynyl)-phenyl]-acetic acid). The yield is 101.9%. As a reaction SMILES: C[O:2][C:3](=[O:35])[CH2:4][C:5]1[CH:10]=[CH:9][C:8]([C:11]#[C:12][C:13]2[CH:18]=[C:17]([C:19]([CH3:22])([CH3:21])[CH3:20])[C:16]([O:23][CH:24]([CH3:26])[CH3:25])=[C:15]([CH2:27][C:28]#[C:29][Si](C)(C)C)[C:14]=2[CH3:34])=[CH:7][CH:6]=1.[OH-].[Li+]>CO.O1CCCC1>[C:19]([C:17]1[C:16]([O:23][CH:24]([CH3:26])[CH3:25])=[C:15]([CH2:27][C:28]#[CH:29])[C:14]([CH3:34])=[C:13]([C:12]#[C:11][C:8]2[CH:7]=[CH:6][C:5]([CH2:4][C:3]([OH:35])=[O:2])=[CH:10][CH:9]=2)[CH:18]=1)([CH3:22])([CH3:20])[CH3:21] |f:1.2|. Procedure: A solution of {4-[5-tert-butyl-4-isopropoxy-2-methyl-3-(3-trimethylsilanyl-prop-2-ynyl)-phenylethynyl]-phenyl}-acetic acid methyl ester (Intermediate, 149, 0.038 g, 0.078 mmol) in methanol (1.5 mL) and tetrahydrofuran (1.5 mL) was treated with 2M lithium hydroxide (1 mL, 2 mmol) and the resulting reaction mixture was stirred at ambient temperature for 1.5 h. The volatiles were evaporated in vacuo to a residue that was neutralized with saturated aqueous ammonium chloride solution and extracted wi...